This data is from the Open Reaction Database (ORD), a public repository of structured organic reaction records. The task is: describe an organic reaction: reactants, conditions, products, and yield Reactants: C(C)(=O)OC(C)=O (acetic anhydride), CC=1C=C(C=C(C1O)C)C1C(OC2=C1C=C(C=C2C(C)(C)C)C(C)(C)C)=O (3-(3,5-dimethyl-4-hydroxyphenyl)-5,7-di-tert-butylbenzofuran-2-one), CC=1C=C(C=C(C1O)C)C1C(OC2=C1C=C(C=C2C(C)(C)C)C(C)(C)C)=O (3-(3,5-dimethyl-4-hydroxyphenyl)-5,7-di-tert-butylbenzofuran-2-one). Reagents/catalysts: CS(=O)(=O)O (methanesulfonic acid). Solvent: C=1(C(=CC=CC1)C)C (xylene). Conditions: temperature 105 celsius. The product is C(C)(=O)OC1=C(C=C(C=C1C)C1C(OC2=C1C=C(C=C2C(C)(C)C)C(C)(C)C)=O)C (3-(4-acetoxy-3,5-dimethylphenyl)-5,7-di-tert-butylbenzofuran-2-one). Yield: 96.7%. RXN SMILES: [C:1](OC(=O)C)(=[O:3])[CH3:2].[CH3:8][C:9]1[CH:10]=[C:11]([CH:17]2[C:21]3[CH:22]=[C:23]([C:30]([CH3:33])([CH3:32])[CH3:31])[CH:24]=[C:25]([C:26]([CH3:29])([CH3:28])[CH3:27])[C:20]=3[O:19][C:18]2=[O:34])[CH:12]=[C:13]([CH3:16])[C:14]=1[OH:15]>C1(C)C(C)=CC=CC=1.CS(O)(=O)=O>[C:1]([O:15][C:14]1[C:13]([CH3:16])=[CH:12][C:11]([CH:17]2[C:21]3[CH:22]=[C:23]([C:30]([CH3:33])([CH3:32])[CH3:31])[CH:24]=[C:25]([C:26]([CH3:27])([CH3:28])[CH3:29])[C:20]=3[O:19][C:18]2=[O:34])=[CH:10][C:9]=1[CH3:8])(=[O:3])[CH3:2]. Procedure: 53.6 g (0.53 mol) of acetic anhydride are added dropwise over a period of about 10 minutes to a suspension of 183.3 g (0.50 mol) of 3-(3,5-dimethyl-4-hydroxyphenyl)-5,7-di-tert-butylbenzofuran-2-one (compound (107), Table 1, Example 2) in 250 ml of xylene and 0.5 ml (7.7 mmol) of methanesulfonic acid which is stirred at 105° C. under a nitrogen atmosphere. The clear, colourless reaction mixture is concentrated at about 170° C. under a slight vacuum. 500 ml of 1-butanol are carefully added to the... Starting materials: C(C#C)O (Propargyl alcohol), [I-].[K+] (potassium iodide), C=O (formaldehyde), N1CCOCC1 (morpholine), S(O)(O)(=O)=O (sulfuric acid). Reagents/catalysts: S(=O)(=O)([O-])[O-].[Cu+2] (copper (II) sulfate). Reaction conditions: temperature 95 celsius, time 6 hour. Product: O1CCN(CC1)CC#CCO (4-morpholino-2-butyn-1-ol). RXN SMILES: [CH2:1]=O.[NH:3]1[CH2:8][CH2:7][O:6][CH2:5][CH2:4]1.S(=O)(=O)(O)O.[CH2:14]([OH:17])[C:15]#[CH:16].[I-].[K+]>S([O-])([O-])(=O)=O.[Cu+2]>[O:6]1[CH2:7][CH2:8][N:3]([CH2:1][C:16]#[C:15][CH2:14][OH:17])[CH2:4][CH2:5]1 |f:4.5,6.7|. Procedure: A mixture of formaldehyde (37% in water, 20.7 ml) and morpholine (17.1 ml) was adjusted to pH 3.5 with diluted sulfuric acid. Propargyl alcohol (10 g), potassium iodide (0.3 g), and copper (II) sulfate (0.14 g) were added to the solution and the whole was stirred at 95° C. for 6 hours. After cooling, the insoluble material was removed by filtration and the pH of the filtrate was adjusted to 9 with 24% sodium hydroxide solution. Brine (100 ml) was added to the solution and the solution was extrac... Reactants: C(=O)[C@H]1CN(C[C@@H]1C1=CC=CC=C1)[C@@H](C(=O)OCC1=CC=C(C=C1)OC)CC1CCC1 (2-(R)-(3-(R)-Formyl-4-(S)-phenylpyrrolidin-1-yl)-3-(cyclobutyl)propanoic acid, 4-(methoxy)benzyl ester), FC=1C=C(C=C(C1)F)CCCC1CCNCC1 (4-(3-(3,5-difluorophenyl)propyl)piperidine), Cl (HCl). Yields the product FC=1C=C(C=C(C1)F)CCCC1CCN(CC1)C[C@H]1CN(C[C@@H]1C1=CC=CC=C1)[C@@H](C(=O)OCC1=CC=C(C=C1)OC)CC1CCC1 (2-(R)-(3-(S)-((4-(3-(3,5-Difluorophenyl)propyl)piperidin-1-yl)methyl)-4-(S)-phenylpyrrolidin-1-yl)-3-(cyclobutyl)-propanoic acid, (4-methoxy)benzyl ester). Isolated yield 59.7%. Reaction SMILES: [CH:1]([C@@H:3]1[C@@H:7]([C:8]2[CH:13]=[CH:12][CH:11]=[CH:10][CH:9]=2)[CH2:6][N:5]([C@H:14]([CH2:27][CH:28]2[CH2:31][CH2:30][CH2:29]2)[C:15]([O:17][CH2:18][C:19]2[CH:24]=[CH:23][C:22]([O:25][CH3:26])=[CH:21][CH:20]=2)=[O:16])[CH2:4]1)=O.[F:32][C:33]1[CH:34]=[C:35]([CH2:40][CH2:41][CH2:42][CH:43]2[CH2:48][CH2:47][NH:46][CH2:45][CH2:44]2)[CH:36]=[C:37]([F:39])[CH:38]=1.Cl>>[F:32][C:33]1[CH:34]=[C:35]([CH2:40][CH2:41][CH2:42][CH:43]2[CH2:44][CH2:45][N:46]([CH2:1][C@@H:3]3[C@@H:7]([C:8]4[CH:9]=[CH:10][CH:11]=[CH:12][CH:13]=4)[CH2:6][N:5]([C@H:14]([CH2:27][CH:28]4[CH2:29][CH2:30][CH2:31]4)[C:15]([O:17][CH2:18][C:19]4[CH:24]=[CH:23][C:22]([O:25][CH3:26])=[CH:21][CH:20]=4)=[O:16])[CH2:4]3)[CH2:47][CH2:48]2)[CH:36]=[C:37]([F:39])[CH:38]=1. Procedure details: The title compound was prepared from 19 mg (0.04 mmol) of 2-(R)-(3-(R)-formyl-4-(S)-phenylpyrrolidin-1-yl)-3-(cyclobutyl)propanoic acid, (4-methoxy)benzyl ester (from EXAMPLE 19, Step F) and 12.5 mg (0.04 mmol) of 4-(3-(3,5-difluorophenyl)propyl)piperidine.HCl (from EXAMPLE 95, Step E) using a procedure analogous to that described in EXAMPLE 1, Step J to provide 15.4 mg (53%) of the title compound: RF: 0.40 (1:1 v/v hexanes/EtOAc); 1H NMR (300 MHz) δ 1.04-3.27 (m, 33H), 3.80 (s, 3H), 5.04-5.13 (...